Dataset: the Open Reaction Database (ORD), a public repository of structured organic reaction records. Task: describe an organic reaction: reactants, conditions, products, and yield Reactants: ClCCl, CS(=O)(=O)Cl, CCN(C(C)C)C(C)C, COc1cc2c(Oc3ccc4[nH]c(C)cc4c3F)ncnc2cc1OCC1CCNCC1. The product is COc1cc2c(Oc3ccc4[nH]c(C)cc4c3F)ncnc2cc1OCC1CCN(S(C)(=O)=O)CC1. Reaction SMILES: [CH2:47]([Cl:48])[Cl:49].[CH3:10][S:11]([Cl:12])(=[O:13])=[O:14].[CH:1]([N:2]([CH:3]([CH3:4])[CH3:5])[CH2:6][CH3:7])([CH3:8])[CH3:9].[F:15][c:16]1[c:17]2[cH:18][c:19]([CH3:46])[nH:20][c:21]2[cH:22][cH:23][c:24]1[O:25][c:26]1[n:27][cH:28][n:29][c:30]2[cH:31][c:32]([O:38][CH2:39][CH:40]3[CH2:41][CH2:42][NH:43][CH2:44][CH2:45]3)[c:33]([O:36][CH3:37])[cH:34][c:35]12>>[CH3:10][S:11](=[O:13])(=[O:14])[N:43]1[CH2:42][CH2:41][CH:40]([CH2:39][O:38][c:32]2[cH:31][c:30]3[n:29][cH:28][n:27][c:26]([O:25][c:24]4[c:16]([F:15])[c:17]5[cH:18][c:19]([CH3:46])[nH:20][c:21]5[cH:22][cH:23]4)[c:35]3[cH:34][c:33]2[O:36][CH3:37])[CH2:45][CH2:44]1. Reactants: ClC1=C(C=CC(=C1)Cl)[N+](=O)[O-] (2,4-dichloro-1-nitrobenzene), ClC=1C=C(N)C=CC1 (3-chloroaniline), C(C)(=O)[O-].[Na+] (sodium acetate). Solvent: C(CO)O (ethylene glycol). The product is ClC1=CC(=C(C=C1)[N+](=O)[O-])NC1=CC(=CC=C1)Cl (4-Chloro-2-[(3-chlorophenyl)amino]-1-nitrobenzene). RXN SMILES: Cl[C:2]1[CH:7]=[C:6]([Cl:8])[CH:5]=[CH:4][C:3]=1[N+:9]([O-:11])=[O:10].[Cl:12][C:13]1[CH:14]=[C:15]([CH:17]=[CH:18][CH:19]=1)[NH2:16].C([O-])(=O)C.[Na+]>C(O)CO>[Cl:8][C:6]1[CH:5]=[CH:4][C:3]([N+:9]([O-:11])=[O:10])=[C:2]([NH:16][C:15]2[CH:17]=[CH:18][CH:19]=[C:13]([Cl:12])[CH:14]=2)[CH:7]=1 |f:2.3|. Reported procedure: A mixture of 50 g of 2,4-dichloro-1-nitrobenzene, 40 ml of 3-chloroaniline and 43 g of anhydrous sodium acetate in 220 ml of ethylene glycol is refluxed for 72 hours. After cooling, the precipitate formed is filtered off and washed with water to give 39 g of the expected product after crystallization from iso ether. M.p.=112° C. Starting materials: NC=1C=C(C=CC1OCC1=NC2=CC=CC=C2C=C1)CC(=O)OC (Methyl 2-[3-amino-4-(quinolin-2-yl-methoxy)phenyl]acetate), COC1OC(CC1)OC (2,5-dimethoxytetrahydrofuran). Solvent: C(C)(=O)O (acetic acid). As a reaction SMILES: [NH2:1][C:2]1[CH:3]=[C:4]([CH2:20][C:21]([O:23][CH3:24])=[O:22])[CH:5]=[CH:6][C:7]=1[O:8][CH2:9][C:10]1[CH:19]=[CH:18][C:17]2[C:12](=[CH:13][CH:14]=[CH:15][CH:16]=2)[N:11]=1.CO[CH:27]1[CH2:31][CH2:30][CH:29](OC)O1>C(O)(=O)C>[N:1]1([C:2]2[CH:3]=[C:4]([CH2:20][C:21]([O:23][CH3:24])=[O:22])[CH:5]=[CH:6][C:7]=2[O:8][CH2:9][C:10]2[CH:19]=[CH:18][C:17]3[C:12](=[CH:13][CH:14]=[CH:15][CH:16]=3)[N:11]=2)[CH:27]=[CH:31][CH:30]=[CH:29]1. Reaction conditions: time 2 hour. Procedure details: 5 g (0.016 mmol) of the compound from Example XXIX are dissolved in 70 ml of acetic acid, 2.78 g (0.02 mol) of 2,5-dimethoxytetrahydrofuran are added and the mixture is heated to boiling for 2 hours. After distilling off the acetic acid in vacuo, taking up the residue in 200 ml of dichloromethane, extracting with water, drying with sodium sulphate and concentrating in vacuo to a small volume, the brown oil which remains (6 g) is separated by column chromatography (silica gel 60, eluent: toluene/... Product: N1(C=CC=C1)C=1C=C(C=CC1OCC1=NC2=CC=CC=C2C=C1)CC(=O)OC (Methyl 2-[3-(1-pyrryl)-4-(quinolin-2-yl-methoxy)phenyl]acetate). The reactants are CCO, [H][H], O=C(O)c1cc([N+](=O)[O-])ccc1OC(F)(F)F. The product is Nc1ccc(OC(F)(F)F)c(C(=O)O)c1. As a reaction SMILES: [CH3:20][CH2:21][OH:22].[H:18][H:19].[N+:1]([O-:2])(=[O:3])[c:4]1[cH:5][cH:6][c:7]([O:13][C:14]([F:15])([F:16])[F:17])[c:8]([C:9](=[O:10])[OH:11])[cH:12]1>>[NH2:1][c:4]1[cH:5][cH:6][c:7]([O:13][C:14]([F:15])([F:16])[F:17])[c:8]([C:9](=[O:10])[OH:11])[cH:12]1. Reactants: ClC(C(=O)Cl)C (2-chloropropionyl chloride), CN1C2=C(NC3=C(C1=O)C=CC=C3)N=CC=C2 (5-methyl-5,11-dihydro-6H-pyrido-[2,3-b][1,4]-benzodiazepine-6-one). Solvent: O1CCOCC1 (dioxane). Yields the product ClC(C(=O)N1C2=C(NC(C3=C1C=CC=C3)=O)C=CC=N2)C (11-(2-chloropropionyl)-5,11-dihydro-6H-pyrido-[2,3-b][1,4]-benzodiazepine-6-one). RXN SMILES: [Cl:1][CH:2]([CH3:6])[C:3](Cl)=[O:4].C[N:8]1[C:14](=[O:15])[C:13]2[CH:16]=[CH:17][CH:18]=[CH:19][C:12]=2[NH:11][C:10]2[N:20]=[CH:21][CH:22]=[CH:23][C:9]1=2>O1CCOCC1>[Cl:1][CH:2]([CH3:6])[C:3]([N:11]1[C:12]2[CH:19]=[CH:18][CH:17]=[CH:16][C:13]=2[C:14](=[O:15])[NH:8][C:9]2[CH:23]=[CH:22][CH:21]=[N:20][C:10]1=2)=[O:4]. Procedure: A solution of 2-chloropropionyl chloride and 5-methyl-5,11-dihydro-6H-pyrido-[2,3-b][1,4]-benzodiazepine-6-one in dioxane was reacted to obtain 11-(2-chloropropionyl)-5,11-dihydro-6H-pyrido-[2,3-b][1,4]-benzodiazepine-6-one which after crystallization from acetonitrile melted at 210°-212° C. The reactants are CC(CC(=O)O)(CCC1=CC=CC=C1)C (3,3-dimethyl-5-phenylvaleric acid), S(=O)(Cl)Cl (thionyl chloride), [Cl-].[Cl-].[Cl-].[Al+3] (aluminum trichloride). Run in C(Cl)Cl (methylene chloride), C(Cl)Cl (methylene chloride). Conditions: time 10 minute. Product: CC1(CC(C2=C(CC1)C=CC=C2)=O)C (6,7,8,9-tetrahydro-7,7-dimethyl-5H-benzocycloheptene-5-one). Isolated yield 82.8%. As a reaction SMILES: [CH3:1][C:2]([CH3:15])([CH2:7][CH2:8][C:9]1[CH:14]=[CH:13][CH:12]=[CH:11][CH:10]=1)[CH2:3][C:4]([OH:6])=O.S(Cl)(Cl)=O.[Cl-].[Cl-].[Cl-].[Al+3]>C(Cl)Cl>[CH3:15][C:2]1([CH3:1])[CH2:7][CH2:8][C:9]2[CH:14]=[CH:13][CH:12]=[CH:11][C:10]=2[C:4](=[O:6])[CH2:3]1 |f:2.3.4.5|. Reported procedure: 82 g of 3,3-dimethyl-5-phenylvaleric acid are treated with 57 ml of thionyl chloride and heated to reflux for half an hour. Thereafter, the excess reagent is evaporated, finally under a high vacuum for 1.5 hours. The acid chloride prepared, dissolved in 300 ml of methylene chloride, is added within 3.5 hours under an argon atmosphere to 79 g of aluminum trichloride in 650 ml of methylene chloride. Thereafter, the reaction mixture is stirred for an additional 10 minutes and poured on to ice. The ...